describe an organic reaction: reactants, conditions, products, and yield From a dataset of the Open Reaction Database (ORD), a public repository of structured organic reaction records. The reactants are [Br-].[Al+3].[Br-].[Br-] (aluminium bromide), C1(CCCC(=O)O1)=O (glutaric anhydride), CCOC(=O)C (EtOAc), ice, Cl (HCl). Run in ClC1=CC=CC=C1 (chlorobenzene), ClC1=CC=CC=C1 (chlorobenzene). Reaction conditions: time 8 hour. The product is ClC1=CC=C(C=C1)C(CCCC(=O)O)=O (5-(4-Chlorophenyl)-5-oxo-pentanoic acid). Reaction SMILES: [Br-].[Al+3].[Br-].[Br-].[C:5]1(=[O:12])[O:11][C:9](=[O:10])[CH2:8][CH2:7][CH2:6]1.[ClH:13].CCO[C:17]([CH3:19])=O>ClC1C=CC=CC=1>[Cl:13][C:17]1[CH:19]=[CH:8][C:7]([C:9](=[O:10])[CH2:8][CH2:7][CH2:6][C:5]([OH:11])=[O:12])=[CH:6][CH:5]=1 |f:0.1.2.3|. Reported procedure: To a stirred solution of aluminium bromide (300 g, 1.12 mol) in dry chlorobenzene (700 ml) at 4° C. was added a solution of glutaric anhydride (60 g, 0.526 mol) in chlorobenzene (300 ml). The resulting orange/yellow suspension was allowed to warm to RT, stirred overnight, then carefully poured into an ice cold stirred solution of 10% HCl (aqueous 1400 ml). The resulting white suspension was poured into EtOAc (900 ml) and the layers separated. The aqueous layer was washed with EtOAc (2×250 ml). T... Reactants: OC1=CC=C(C=C1)C=1C=NC(=NC1)C1=CC(=CC=C1)OCCC (5-(4-Hydroxyphenyl)-2-(3-propoxyphenyl)pyrimidine), C(CCC)[C@H]1[C@@H](O1)CO ((2S,3S)-3-butyloxiran-2-ylmethanol). Run in [C@H]1([C@H](O1)C(=O)O)C(=O)O (EP-0). Product: C(CCC)[C@H]1[C@@H](O1)COC1=CC=C(C=C1)C=1C=NC(=NC1)C1=CC(=CC=C1)OCCC (5-[4-((2S,3S)-3-butyloxiran-2-ylmethoxy)phenyl]-2-(3-propoxyphenyl)pyrimidine). RXN SMILES: [OH:1][C:2]1[CH:7]=[CH:6][C:5]([C:8]2[CH:9]=[N:10][C:11]([C:14]3[CH:19]=[CH:18][CH:17]=[C:16]([O:20][CH2:21][CH2:22][CH3:23])[CH:15]=3)=[N:12][CH:13]=2)=[CH:4][CH:3]=1.[CH2:24]([C@@H:28]1[O:30][C@H:29]1[CH2:31]O)[CH2:25][CH2:26][CH3:27]>[C@H]1(C(O)=O)O[C@@H]1C(O)=O>[CH2:24]([C@@H:28]1[O:30][C@H:29]1[CH2:31][O:1][C:2]1[CH:3]=[CH:4][C:5]([C:8]2[CH:9]=[N:10][C:11]([C:14]3[CH:19]=[CH:18][CH:17]=[C:16]([O:20][CH2:21][CH2:22][CH3:23])[CH:15]=3)=[N:12][CH:13]=2)=[CH:6][CH:7]=1)[CH2:25][CH2:26][CH3:27]. Reported procedure: 5-(4-Hydroxyphenyl)-2-(3-propoxyphenyl)pyrimidine and (2S,3S)-3-butyloxiran-2-ylmethanol(preparation described in EP-0 046 033 and Journal of the American Chemical Society, Volume 109, 1987, page 5765) are reacted analogously to Example 1 to give 5-[4-((2S,3S)-3-butyloxiran-2-ylmethoxy)phenyl]-2-(3-propoxyphenyl)pyrimidine. ##STR43## The reactants are CN(C=1C=C(C=C(C1)F)C1NC2=CC=C(C=C2CC1(C)C)C(=O)O)C (2-(3-dimethylamino-5-fluoro-phenyl)-3,3-dimethyl-1,2,3,4-tetrahydro-quinoline-6-carboxylic acid), Cl.CN(CCCN=C=NCC)C (1-(3-dimethylaminopropyl)-3-ethylcarbodiimide hydrochloride), CS(=O)(=O)N (methane sulfonamide). Reagents/catalysts: CN(C1=CC=NC=C1)C (4-dimethylaminopyridine). The solvent is ClCCl (dichloromethane). Product: CN(C=1C=C(C=C(C1)F)C1NC2=CC=C(C=C2CC1(C)C)C(=O)NS(=O)(=O)C)C (N-[2-(3-dimethylamino-5-fluoro-phenyl)-3,3-dimethyl-1,2,3,4-tetrahydro-quinoline-6-carbonyl]-methanesulfonamide). Yield: 39.7%. RXN SMILES: [CH3:1][N:2]([CH3:25])[C:3]1[CH:4]=[C:5]([CH:10]2[C:19]([CH3:21])([CH3:20])[CH2:18][C:17]3[C:12](=[CH:13][CH:14]=[C:15]([C:22]([OH:24])=O)[CH:16]=3)[NH:11]2)[CH:6]=[C:7]([F:9])[CH:8]=1.Cl.CN(C)CCCN=C=NCC.[CH3:38][S:39]([NH2:42])(=[O:41])=[O:40]>CN(C)C1C=CN=CC=1.ClCCl>[CH3:25][N:2]([CH3:1])[C:3]1[CH:4]=[C:5]([CH:10]2[C:19]([CH3:21])([CH3:20])[CH2:18][C:17]3[C:12](=[CH:13][CH:14]=[C:15]([C:22]([NH:42][S:39]([CH3:38])(=[O:41])=[O:40])=[O:24])[CH:16]=3)[NH:11]2)[CH:6]=[C:7]([F:9])[CH:8]=1 |f:1.2|. Procedure details: A mixture of 2-(3-dimethylamino-5-fluoro-phenyl)-3,3-dimethyl-1,2,3,4-tetrahydro-quinoline-6-carboxylic acid (10 mg, 0.03 mmol), 1-(3-dimethylaminopropyl)-3-ethylcarbodiimide hydrochloride (8.4 mg, 0.044 mmol), 4-dimethylaminopyridine (5.4 mg, 0.044 mmol), methane sulfonamide (8.3 mg, 0.09 mmol) in dichloromethane (3 mL) was refluxed for 12 hours. Removal of the solvent afforded an oil residue. Purification by Waters automated flash system (column: Xterra 30 mm×100 mm, sample manager 2767, pump ...